This data is from the Open Reaction Database (ORD), a public repository of structured organic reaction records. The task is: describe an organic reaction: reactants, conditions, products, and yield Starting materials: starting materials, Cl (HCl), C1(=CC=CC=C1)C(CC1=CSC=C1)=O (1-phenyl-2-(thiophen-3-yl)ethanone), C1(=CC=CC=C1)C(CC1=CSC=C1)=O (1-phenyl-2-(thiophen-3-yl)ethanone), C(C)OC=1C=C(C=O)C=C(C1O)[N+](=O)[O-] (3-ethoxy-4-hydroxy-5-nitrobenzaldehyde), NC(=O)N (urea). The solvent is CO (MeOH), CCOC(=O)C (EtOAc), CCO (EtOH). The product is C(C)OC=1C=C(C=C(C1O)[N+](=O)[O-])C1NC(NC(=C1C1=CSC=C1)C1=CC=CC=C1)=O (4-(3-ethoxy-4-hydroxy-5-nitrophenyl)-6-phenyl-5-(thiophen-3-yl)-3,4-dihydropyrimidin-2(1H)-one). Yield: 24.8%. Reaction SMILES: [C:1]1([C:7](=O)[CH2:8][C:9]2[CH:13]=[CH:12][S:11][CH:10]=2)[CH:6]=[CH:5][CH:4]=[CH:3][CH:2]=1.[CH2:15]([O:17][C:18]1[CH:19]=[C:20]([CH:23]=[C:24]([N+:27]([O-:29])=[O:28])[C:25]=1[OH:26])[CH:21]=O)[CH3:16].[NH2:30][C:31]([NH2:33])=[O:32].Cl>CCO.CO.CCOC(C)=O>[CH2:15]([O:17][C:18]1[CH:19]=[C:20]([CH:21]2[C:8]([C:9]3[CH:13]=[CH:12][S:11][CH:10]=3)=[C:7]([C:1]3[CH:6]=[CH:5][CH:4]=[CH:3][CH:2]=3)[NH:33][C:31](=[O:32])[NH:30]2)[CH:23]=[C:24]([N+:27]([O-:29])=[O:28])[C:25]=1[OH:26])[CH3:16]. Procedure details: A mixture of 1-phenyl-2-(thiophen-3-yl)ethanone (Intermediate 2) (100 mg, 0.50 mmol), 3-ethoxy-4-hydroxy-5-nitrobenzaldehyde (100 mg, 0.47 mmol), and urea (90 mg, 1.4 mmol) in anhydrous EtOH (10 mL) was added concentrated HCl solution (0.1 mL), and the reaction mixture was refluxed for three days. When TLC (EtOAc:MeOH=10:1) showed that about 50% of starting materials were consumed, the reaction mixture was concentrated and purified by column chromatography (EtOAc:MeOH=40:1) and preparative HPLC ... Reactants: Cn1cnc(C(=O)Cl)c1, [Cl-], ClCCl, ClCCl, COc1ccccc1-c1nn(COCC[Si](C)(C)C)c2ncc(-c3ccc(N)c(C(=O)N(C)C)c3)cc12, c1ccncc1. Yields the product COc1ccccc1-c1nn(COCC[Si](C)(C)C)c2ncc(-c3ccc(NC(=O)c4cn(C)cn4)c(C(=O)N(C)C)c3)cc12. RXN SMILES: [CH3:1][n:2]1[cH:3][n:4][c:5]([C:7](=[O:8])[Cl:9])[cH:6]1.[Cl-:56].[Cl:47][CH2:48][Cl:49].[Cl:57][CH2:58][Cl:59].[NH2:10][c:11]1[c:12]([C:13](=[O:14])[N:15]([CH3:16])[CH3:17])[cH:18][c:19](-[c:22]2[cH:23][c:24]3[c:25]([n:26][cH:27]2)[n:28]([CH2:39][O:40][CH2:41][CH2:42][Si:43]([CH3:44])([CH3:45])[CH3:46])[n:29][c:30]3-[c:31]2[c:32]([O:37][CH3:38])[cH:33][cH:34][cH:35][cH:36]2)[cH:20][cH:21]1.[n:50]1[cH:51][cH:52][cH:53][cH:54][cH:55]1>>[CH3:1][n:2]1[cH:3][n:4][c:5]([C:7](=[O:8])[NH:10][c:11]2[c:12]([C:13](=[O:14])[N:15]([CH3:16])[CH3:17])[cH:18][c:19](-[c:22]3[cH:23][c:24]4[c:25]([n:26][cH:27]3)[n:28]([CH2:39][O:40][CH2:41][CH2:42][Si:43]([CH3:44])([CH3:45])[CH3:46])[n:29][c:30]4-[c:31]3[c:32]([O:37][CH3:38])[cH:33][cH:34][cH:35][cH:36]3)[cH:20][cH:21]2)[cH:6]1.